The task is: describe an organic reaction: reactants, conditions, products, and yield. This data is from the Open Reaction Database (ORD), a public repository of structured organic reaction records. Product: ClC1=CC=C(C=C1)S(=O)(=O)NCCCC(CCCC(=O)O)OC=1C=NC=CC1 (8-(p-chlorophenylsulfonamido)-5-(3-pyridyloxy)-octanoic acid). Starting materials: ClC1=CC=C(C=C1)S(=O)(=O)NCCCC(CCCC(=O)OCC)OC=1C=NC=CC1 (Ethyl 8-(p-chlorophenylsulfonamido)-5-(3-pyridyloxy)-octanoate), [OH-].[Na+] (sodium hydroxide). Reaction SMILES: [Cl:1][C:2]1[CH:7]=[CH:6][C:5]([S:8]([NH:11][CH2:12][CH2:13][CH2:14][CH:15]([O:24][C:25]2[CH:26]=[N:27][CH:28]=[CH:29][CH:30]=2)[CH2:16][CH2:17][CH2:18][C:19]([O:21]CC)=[O:20])(=[O:10])=[O:9])=[CH:4][CH:3]=1.[OH-].[Na+]>O1CCOCC1>[Cl:1][C:2]1[CH:7]=[CH:6][C:5]([S:8]([NH:11][CH2:12][CH2:13][CH2:14][CH:15]([O:24][C:25]2[CH:26]=[N:27][CH:28]=[CH:29][CH:30]=2)[CH2:16][CH2:17][CH2:18][C:19]([OH:21])=[O:20])(=[O:10])=[O:9])=[CH:4][CH:3]=1 |f:1.2|. The solvent is O1CCOCC1 (dioxane). Procedure details: Ethyl 8-(p-chlorophenylsulfonamido)-5-(3-pyridyloxy)-octanoate is hydrolyzed with 1N aqueous sodium hydroxide and dioxane and the product is purified using preparative thin layer chromatography on silica gel using 4:1 ethyl acetate/hexane with 1% acetic acid as eluent to give 8-(p-chlorophenylsulfonamido)-5-(3-pyridyloxy)-octanoic acid; 1H-NMR (CDCl3): delta 8.16 (brs,1H), 8.08 (d,1H), 4.39 (m,1H), 2.86 (t,2H). Reactants: P(=O)(Cl)(Cl)Cl (phosphorus oxychloride), C([O-])(O)=O.[Na+] (sodium bicarbonate), NC1[C@@H]2N(C(=C(CS2)C(C)SC2=NN=NN2)C(=O)O)C1=O (7-amino-3-(1-methyl-1H-tetrazol-5-ylthiomethyl)-3-cephem-4-carboxylic acid), C[Si](C)(C)CC(=O)N (trimethylsilylacetamide), CON=C(C(=O)O)C1=NSC(=N1)NC=O (2-methoxyimino-2-(5-formamido-1,2,4-thiadiazol-3-yl)acetic acid). Run in CN(C=O)C (N,N-dimethylformamide), C(Cl)Cl (methylene chloride), C(Cl)Cl (methylene chloride). Run at time 30 minute. Yields the product CON=C(C(=O)NC1[C@@H]2N(C(=C(CS2)C(C)SC2=NN=NN2)C(=O)O)C1=O)C1=NSC(=N1)NC=O (7-[2-Methoxyimino-2-(5-formamido-1,2,4-thiadiazol-3-yl)acetamido]-3-(1-methyl-1H-tetrazol-5-ylthiomethyl)-3-cephem-4-carboxylic acid). The yield is 106.5%. As a reaction SMILES: P(Cl)(Cl)(Cl)=O.[CH3:6][O:7][N:8]=[C:9]([C:13]1[N:17]=[C:16]([NH:18][CH:19]=[O:20])[S:15][N:14]=1)[C:10]([OH:12])=O.[NH2:21][CH:22]1[C:40](=[O:41])[N:24]2[C:25]([C:37]([OH:39])=[O:38])=[C:26]([CH:29]([S:31][C:32]3[NH:36][N:35]=[N:34][N:33]=3)[CH3:30])[CH2:27][S:28][C@H:23]12.C[Si](CC(N)=O)(C)C.C(=O)(O)[O-].[Na+]>C(Cl)Cl.CN(C)C=O>[CH3:6][O:7][N:8]=[C:9]([C:13]1[N:17]=[C:16]([NH:18][CH:19]=[O:20])[S:15][N:14]=1)[C:10]([NH:21][CH:22]1[C:40](=[O:41])[N:24]2[C:25]([C:37]([OH:39])=[O:38])=[C:26]([CH:29]([S:31][C:32]3[NH:33][N:34]=[N:35][N:36]=3)[CH3:30])[CH2:27][S:28][C@H:23]12)=[O:12] |f:4.5|. Reported procedure: A mixture of N,N-dimethylformamide (6 ml) and phosphorus oxychloride (918 mg) was stirred for 30 minutes at ambient temperature. To the mixture were added methylene chloride (6 ml) and 2-methoxyimino-2-(5-formamido-1,2,4-thiadiazol-3-yl)acetic acid (syn isomer) (1.1 g) at -15° to -10° C., followed by stirring for 30 minutes at the same temperature. A mixture of 7-amino-3-(1-methyl-1H-tetrazol-5-ylthiomethyl)-3-cephem-4-carboxylic acid (1.97 g) and trimethylsilylacetamide (6 g) in methylene chlor... Starting materials: CCO, [H][H], O=C(O)c1cc([N+](=O)[O-])cc2c1OCCO2, O. Product: Nc1cc2c(c(C(=O)O)c1)OCCO2. RXN SMILES: [CH3:17][CH2:18][OH:19].[H:20][H:21].[N+:1]([O-:2])(=[O:3])[c:4]1[cH:5][c:6]([C:14](=[O:15])[OH:16])[c:7]2[c:8]([cH:13]1)[O:9][CH2:10][CH2:11][O:12]2.[OH2:22]>>[NH2:1][c:4]1[cH:5][c:6]([C:14](=[O:15])[OH:16])[c:7]2[c:8]([cH:13]1)[O:9][CH2:10][CH2:11][O:12]2. The reactants are CCOC(C)=O, CO, [Cl-], [Na+], [Na+], C1CCOC1, [OH-], O=C(O)CC(O)(CC(=O)O)C(=O)O, CCOC(=O)CN1CCN(Cc2cnc(-c3cc4cccc(NS(=O)(=O)c5cccs5)c4[nH]3)s2)CC1. Product: O=C(O)CN1CCN(Cc2cnc(-c3cc4cccc(NS(=O)(=O)c5cccs5)c4[nH]3)s2)CC1. Reaction SMILES: [CH3:59][CH2:60][O:61][C:62](=[O:63])[CH3:64].[CH3:65][OH:66].[Cl-:53].[Na+:38].[Na+:52].[O:54]1[CH2:55][CH2:56][CH2:57][CH2:58]1.[OH-:37].[OH:39][C:40]([CH2:41][C:42]([C:43](=[O:44])[OH:45])([CH2:46][C:47](=[O:48])[OH:49])[OH:50])=[O:51].[s:1]1[c:2]([S:6](=[O:7])(=[O:8])[NH:9][c:10]2[cH:11][cH:12][cH:13][c:14]3[cH:15][c:16](-[c:19]4[s:20][c:21]([CH2:24][N:25]5[CH2:26][CH2:27][N:28]([CH2:31][C:32](=[O:33])[O:34][CH2:35][CH3:36])[CH2:29][CH2:30]5)[cH:22][n:23]4)[nH:17][c:18]23)[cH:3][cH:4][cH:5]1>>[s:1]1[c:2]([S:6](=[O:7])(=[O:8])[NH:9][c:10]2[cH:11][cH:12][cH:13][c:14]3[cH:15][c:16](-[c:19]4[s:20][c:21]([CH2:24][N:25]5[CH2:26][CH2:27][N:28]([CH2:31][C:32](=[O:33])[OH:34])[CH2:29][CH2:30]5)[cH:22][n:23]4)[nH:17][c:18]23)[cH:3][cH:4][cH:5]1. Starting materials: BrCc1cccc(CBr)n1, OC1CCOC1. Yields the product BrCc1cccc(COC2CCOC2)n1. Reaction SMILES: [Br:1][CH2:2][c:3]1[n:4][c:5]([CH2:9][Br:10])[cH:6][cH:7][cH:8]1.[O:11]1[CH2:12][CH:13]([OH:16])[CH2:14][CH2:15]1>>[CH2:2]([c:3]1[n:4][c:5]([CH2:9][Br:10])[cH:6][cH:7][cH:8]1)[O:16][CH:13]1[CH2:12][O:11][CH2:15][CH2:14]1. Reactants: [Br-], BrCCCCCCBr, CCCC[N+](CCCC)(CCCC)CCCC, Cc1ccccc1, OCCOCc1c(Cl)cccc1Cl, [Na+], [OH-], O. Yields the product Clc1cccc(Cl)c1COCCOCCCCCCBr. Reaction SMILES: [Br-:25].[Br:16][CH2:17][CH2:18][CH2:19][CH2:20][CH2:21][CH2:22][Br:23].[CH3:26][CH2:27][CH2:28][CH2:29][N+:30]([CH2:31][CH2:32][CH2:33][CH3:34])([CH2:35][CH2:36][CH2:37][CH3:38])[CH2:39][CH2:40][CH2:41][CH3:42].[CH3:43][c:44]1[cH:45][cH:46][cH:47][cH:48][cH:49]1.[Cl:3][c:4]1[c:5]([CH2:6][O:7][CH2:8][CH2:9][OH:10])[c:11]([Cl:15])[cH:12][cH:13][cH:14]1.[Na+:2].[OH-:1].[OH2:24]>>[Cl:3][c:4]1[c:5]([CH2:6][O:7][CH2:8][CH2:9][O:10][CH2:22][CH2:21][CH2:20][CH2:19][CH2:18][CH2:17][Br:16])[c:11]([Cl:15])[cH:12][cH:13][cH:14]1. The reactants are COCCSc1ccccc1N, CC(=O)O, [Cl-], Cl, O=N[O-], N, [Na+], O=S=O, O, O, O. Yields the product COCCSc1ccccc1S(N)(=O)=O. As a reaction SMILES: [CH3:1][O:2][CH2:3][CH2:4][S:5][c:6]1[c:7]([NH2:12])[cH:8][cH:9][cH:10][cH:11]1.[CH3:26][C:27](=[O:28])[OH:29].[Cl-:20].[ClH:13].[N:14]([O-:15])=[O:16].[NH3:24].[Na+:17].[O:21]=[S:22]=[O:23].[OH2:18].[OH2:19].[OH2:25]>>[CH3:1][O:2][CH2:3][CH2:4][S:5][c:6]1[c:7]([S:22](=[O:21])(=[O:23])[NH2:24])[cH:8][cH:9][cH:10][cH:11]1.